From a dataset of the Open Reaction Database (ORD), a public repository of structured organic reaction records. describe an organic reaction: reactants, conditions, products, and yield Starting materials: [Al+3], COc1ccc(CC#N)c(C)c1C, CCOCC, [H-], [H-], [H-], [H-], [Li+]. Product: COc1ccc(CCN)c(C)c1C. RXN SMILES: [Al+3:15].[CH3:1][O:2][c:3]1[c:4]([CH3:13])[c:5]([CH3:12])[c:6]([CH2:9][C:10]#[N:11])[cH:7][cH:8]1.[CH3:20][CH2:21][O:22][CH2:23][CH3:24].[H-:14].[H-:17].[H-:18].[H-:19].[Li+:16]>>[CH3:1][O:2][c:3]1[c:4]([CH3:13])[c:5]([CH3:12])[c:6]([CH2:9][CH2:10][NH2:11])[cH:7][cH:8]1. Starting materials: C(C1=CC=CC=C1)NC(=O)C=1C=C2CC(CC2=CC1)NC(=O)OC(C)(C)C (N-benzyl-2-(tert-butoxycarbonylamino)-5-indan carboxamide), Cl.O1CCOCC1 (hydrochloric acid dioxane). The solvent is C(C)(=O)O (acetic acid). Yields the product Cl.C(C1=CC=CC=C1)NC(=O)C=1C=C2CC(CC2=CC1)N (N-benzyl-2-amino-5-indan carboxamide hydrochloride). As a reaction SMILES: [CH2:1]([NH:8][C:9]([C:11]1[CH:12]=[C:13]2[C:17](=[CH:18][CH:19]=1)[CH2:16][CH:15]([NH:20]C(OC(C)(C)C)=O)[CH2:14]2)=[O:10])[C:2]1[CH:7]=[CH:6][CH:5]=[CH:4][CH:3]=1.[ClH:28].O1CCOCC1>C(O)(=O)C>[ClH:28].[CH2:1]([NH:8][C:9]([C:11]1[CH:12]=[C:13]2[C:17](=[CH:18][CH:19]=1)[CH2:16][CH:15]([NH2:20])[CH2:14]2)=[O:10])[C:2]1[CH:3]=[CH:4][CH:5]=[CH:6][CH:7]=1 |f:1.2,4.5|. Procedure details: Using N-benzyl-2-(tert-butoxycarbonylamino)-5-indan carboxamide (820 mg, 2.2 mmol), 4N hydrochloric acid-dioxane (10 ml) and acetic acid (30 ml), a similar procedure to Production Example 213 was carried out to obtain N-benzyl-2-amino-5-indan carboxamide hydrochloride (660 mg, 2.2 mmol) having the following physical properties: Product: C(C)N(CCOC1=CC=C(C=C1)O)C1=CC=CC=C1 (4-(2-(ethyl(phenyl)amino)ethoxy)phenol). Yield: 57.4%. Reaction SMILES: Cl[CH2:2][CH2:3][N:4]([CH2:11][CH3:12])[C:5]1[CH:10]=[CH:9][CH:8]=[CH:7][CH:6]=1.C([O-])([O-])=O.[K+].[K+].[C:19]1([CH:26]=[CH:25][C:23]([OH:24])=[CH:22][CH:21]=1)[OH:20]>CN(C=O)C>[CH2:11]([N:4]([C:5]1[CH:10]=[CH:9][CH:8]=[CH:7][CH:6]=1)[CH2:3][CH2:2][O:20][C:19]1[CH:26]=[CH:25][C:23]([OH:24])=[CH:22][CH:21]=1)[CH3:12] |f:1.2.3|. Conditions: temperature 80 celsius, time 6 hour. Procedure details: A mixture of compound 3a (500 mg, 2.7 mmol), K2CO3 (750 mg, 5.4 mmol), and KI (90 mg, 0.54 mmol) in DMF (50 mL) was bubbled with argon for 10 min Hydroquinone (600 mg, 5.4 mmol) was added to the mixture under argon. The reaction mixture was heated and stirred at 80° C. for 6 hr. The reaction was quenched and the solvent evaporated and purified by silica gel column chromatography to provide compound 3 (400 mg, 1.55 mmol, 57% yield) as a brown oil. 1H NMR (DMSO-d6, 400 MHz) δ 8.92 (s, 1H), 7.14 (m... Starting materials: ClCCN(C1=CC=CC=C1)CC (N-(2-chloroethyl)-N-ethylaniline), C(=O)([O-])[O-].[K+].[K+] (K2CO3), C1(O)=CC=C(O)C=C1 (Hydroquinone). The solvent is CN(C)C=O (DMF). Reactants: Cl.FC(C1CNC1)F (3-(Difluoromethyl)azetidine hydrochloride), C(C)(=O)O[BH-](OC(C)=O)OC(C)=O.[Na+] (Sodium triacetoxyborohydride), C1(=CC=CC=C1)C1=NN=C(O1)C(=O)N1CC(C1)OC1=CC=C(C=O)C=C1 (4-(1-(5-Phenyl-1,3,4-oxadiazole-2-carbonyl)azetidin-3-yloxy)benzaldehyde), CCN(C(C)C)C(C)C (DIPEA). Run in C(Cl)Cl (DCM), C(Cl)Cl (DCM). Conditions: time 5 hour. The product is FC(C1CN(C1)CC1=CC=C(OC2CN(C2)C(=O)C=2OC(=NN2)C2=CC=CC=C2)C=C1)F ((3-(4-((3-(Difluoromethyl)azetidin-1-yl)methyl)phenoxy)azetidin-1-yl)(5-phenyl-1,3,4-oxadiazol-2-yl)methanone). Isolated yield 18.7%. RXN SMILES: [C:1]1([C:7]2[O:11][C:10]([C:12]([N:14]3[CH2:17][CH:16]([O:18][C:19]4[CH:26]=[CH:25][C:22]([CH:23]=O)=[CH:21][CH:20]=4)[CH2:15]3)=[O:13])=[N:9][N:8]=2)[CH:6]=[CH:5][CH:4]=[CH:3][CH:2]=1.Cl.[F:28][CH:29]([F:34])[CH:30]1[CH2:33][NH:32][CH2:31]1.CCN(C(C)C)C(C)C.C(O[BH-](OC(=O)C)OC(=O)C)(=O)C.[Na+]>C(Cl)Cl>[F:28][CH:29]([F:34])[CH:30]1[CH2:33][N:32]([CH2:23][C:22]2[CH:21]=[CH:20][C:19]([O:18][CH:16]3[CH2:17][N:14]([C:12]([C:10]4[O:11][C:7]([C:1]5[CH:6]=[CH:5][CH:4]=[CH:3][CH:2]=5)=[N:8][N:9]=4)=[O:13])[CH2:15]3)=[CH:26][CH:25]=2)[CH2:31]1 |f:1.2,4.5|. Procedure: To a suspension of 68A (0.20 g, 0.57 mmol) in DCM (3 mL) was added 68C (0.25 g, 1.72 mmol) followed by DIPEA (0.30 mL, 1.72 mmol). Sodium triacetoxyborohydride (0.24 g, 1.15 mmol) was added. The mixture was stirred at RT for 5 h and then diluted with DCM. The solution was washed with an aqueous solution of NaHCO3 and then filtered through a phase separator. The solvent was removed by evaporation. The product was purified on a silica gel column using 1-4% methanol in DCM where the methanol contai... Starting materials: O1CCN(CC1)C1=CC2=C(SCCN2C(=O)OC(C)(C)C)N=C1 (tert-butyl 7-morpholino-2,3-dihydro-1H-pyrido[2,3-b]-[1,4]thiazine-1-carboxylate), C(=O)(C(F)(F)F)O (TFA). The solvent is C(Cl)Cl (DCM). Conditions: time 2 hour. The product is N1C2=C(SCC1)N=CC(=C2)N2CCOCC2 (4-(2,3-dihydro-1H-pyrido[2,3-b][1,4]thiazin-7-yl)morpholine). RXN SMILES: [O:1]1[CH2:6][CH2:5][N:4]([C:7]2[CH:23]=[N:22][C:10]3[S:11][CH2:12][CH2:13][N:14](C(OC(C)(C)C)=O)[C:9]=3[CH:8]=2)[CH2:3][CH2:2]1.C(O)(C(F)(F)F)=O>C(Cl)Cl>[NH:14]1[CH2:13][CH2:12][S:11][C:10]2[N:22]=[CH:23][C:7]([N:4]3[CH2:3][CH2:2][O:1][CH2:6][CH2:5]3)=[CH:8][C:9]1=2. Procedure: To a stirred solution of tert-butyl 7-morpholino-2,3-dihydro-1H-pyrido[2,3-b]-[1,4]thiazine-1-carboxylate (280 mg, 0.83 mmol) in DCM (2.0 mL) was added TFA (3.2 mL, 41.5 mmol). The reaction was stirred at rt for 2 h and evaporated in vacuo. The resulting residue was dissolved in DCM (40 mL) and washed with NaHCO3 (20 mL, saturated aqueous solution). The separated organic layer was dried over MgSO4, filtered and evaporated in vacuo to give 4-(2,3-dihydro-1H-pyrido[2,3-b][1,4]thiazin-7-yl)morpholi... The reactants are OCC=1C=2N(C=CC1)C=CN2 (8-hydroxymethylimidazo[1,2-a]pyridine), hydrochloride salt, ClC1=CC2=C(N=C(N2)S)C=C1 (5-chloro-2-mercaptobenzimidazole). The product is ClC1=CC2=C(NC(=N2)SCC=2C=3N(C=CC2)C=CN3)C=C1 (5-Chloro-2-[(imidazo[1,2-a]pyridin-8-ylmethyl)thio]-1H-benzimidazole). RXN SMILES: O[CH2:2][C:3]1[C:4]2[N:5]([CH:9]=[CH:10][N:11]=2)[CH:6]=[CH:7][CH:8]=1.[Cl:12][C:13]1[CH:22]=[CH:21][C:16]2[N:17]=[C:18]([SH:20])[NH:19][C:15]=2[CH:14]=1>>[Cl:12][C:13]1[CH:22]=[CH:21][C:16]2[NH:17][C:18]([S:20][CH2:2][C:3]3[C:4]4[N:5]([CH:9]=[CH:10][N:11]=4)[CH:6]=[CH:7][CH:8]=3)=[N:19][C:15]=2[CH:14]=1. Reported procedure: A solution of 20 g (0.12 mole) of 3-chloro-6-nitroaniline in 350 ml of methanol was hydrogenated over 5% palladium on carbon to yield 24.9 g of the corresponding diamino compound. Reaction of the diamino compound with potassium ethylxanthate using the method described in Example 10 yielded 19 g of 5-chloro-2-mercaptobenzimidazole, as confirmed by elemental analysis. The title compound (1.14 g) was prepared by the method of Example 6 using 8-hydroxymethylimidazo[1,2-a]pyridine as the hydrochlorid... Starting materials: NC1=C(C=C(CC2=CC=NC=C2)C=C1)Br (4-(4-Amino-3-bromobenzyl)pyridine), [N+](=O)([O-])C=1C=C(C=CC1)B(O)O (3-nitrobenzene boronic acid), palladium tetrakis triphenylphosphine, CO (methanol), C(=O)([O-])[O-].[Na+].[Na+] (Na2CO3). Run in [Al] (aluminum), CCCCCC (hexane), C(C)(=O)OCC (ethyl acetate), C1=CC=CC=C1 (benzene). Product: NC1=C(C=C(CC2=CC=NC=C2)C=C1)C1=CC(=CC=C1)[N+](=O)[O-] (4-[4-amino-3-(3-nitrophenyl)benzyl]pyridine). Yield: 85.3%. RXN SMILES: [NH2:1][C:2]1[CH:14]=[CH:13][C:5]([CH2:6][C:7]2[CH:12]=[CH:11][N:10]=[CH:9][CH:8]=2)=[CH:4][C:3]=1Br.[N+:16]([C:19]1[CH:20]=[C:21](B(O)O)[CH:22]=[CH:23][CH:24]=1)([O-:18])=[O:17].CO.C([O-])([O-])=O.[Na+].[Na+]>[Al].C(OCC)(=O)C.CCCCCC.C1C=CC=CC=1>[NH2:1][C:2]1[CH:14]=[CH:13][C:5]([CH2:6][C:7]2[CH:12]=[CH:11][N:10]=[CH:9][CH:8]=2)=[CH:4][C:3]=1[C:23]1[CH:22]=[CH:21][CH:20]=[C:19]([N+:16]([O-:18])=[O:17])[CH:24]=1 |f:3.4.5|. Procedure: 4-(4-Amino-3-bromobenzyl)pyridine (1.0 gm), 3-nitrobenzene boronic acid (0.63 gm), palladium tetrakis triphenylphosphine (0.47 gm), methanol (6.5 mL), 2.0M Na2CO3 (1.9 mL) and benzene (32 mL) are combined in a reaction flask that is wrapped in aluminum foil (to prevent exposure of the reagents to light). The reaction mixture is heated to reflux for 6 hours. The progress of the reaction is monitored by thin-layer chromatography (9:1 hexane:ethyl acetate). When the starting material is converted, ...